This data is from the Open Reaction Database (ORD), a public repository of structured organic reaction records. The task is: describe an organic reaction: reactants, conditions, products, and yield The reactants are BrC=1C=CC(=C(C=O)C1)OC (5-bromo-2-methoxybenzaldehyde), BrCCC1=CC=CC=C1 (p-bromoethylbenzene), [Li]CCCC (n-BuLi). Run in C1CCOC1 (THF), CCCCCC (hexane). Run at time 2 hour. Product: BrC=1C=CC(=C(C(C2=CC=C(C=C2)CC)O)C1)OC (5-Bromo-2-methoxy-4′-ethylbenzhydrol). RXN SMILES: Br[CH2:2][CH2:3][C:4]1[CH:9]=[CH:8][CH:7]=[CH:6][CH:5]=1.[Li]CCCC.[Br:15][C:16]1[CH:17]=[CH:18][C:19]([O:24][CH3:25])=[C:20]([CH:23]=1)[CH:21]=[O:22]>C1COCC1.CCCCCC>[Br:15][C:16]1[CH:17]=[CH:18][C:19]([O:24][CH3:25])=[C:20]([CH:23]=1)[CH:21]([OH:22])[C:7]1[CH:8]=[CH:9][C:4]([CH2:3][CH3:2])=[CH:5][CH:6]=1. Procedure details: To a stirred −78° solution of p-bromoethylbenzene (2.03 g, 11 mmol) in 10 mL of dry THF under Ar was added 5 mL of 2.5 M n-BuLi (12 mmol) in hexane over 10 min. The temperature was allowed to rise to −10° over 2 hr whereupon the reaction was cooled to −78° before adding solid 5-bromo-2-methoxybenzaldehyde (2.15 g, 10 mmol). After stirring overnight at 20°, the reaction was quenched with saturated aq. NH4Cl and diluted 5 fold with H2O prior to 3 extractions with EtOAc. The combined EtOAc fraction... Reactants: CCO, CCN(C(C)C)C(C)C, Nc1nc(Cl)cc(Cl)n1, Cl, Nc1ccc(CO)cc1. The product is Nc1nc(Cl)cc(Nc2ccc(CO)cc2)n1. As a reaction SMILES: [CH3:29][CH2:30][OH:31].[CH:19]([N:20]([CH2:21][CH3:22])[CH:23]([CH3:24])[CH3:25])([CH3:26])[CH3:27].[Cl:1][c:2]1[n:3][c:4]([NH2:9])[n:5][c:6]([Cl:8])[cH:7]1.[ClH:28].[NH2:10][c:11]1[cH:12][cH:13][c:14]([CH2:15][OH:16])[cH:17][cH:18]1>>[c:2]1([NH:10][c:11]2[cH:12][cH:13][c:14]([CH2:15][OH:16])[cH:17][cH:18]2)[n:3][c:4]([NH2:9])[n:5][c:6]([Cl:8])[cH:7]1. Starting materials: solution, NC1=CC2=CC=CC=C2C=C1N (2,3-diaminonaphthalene), solution, C(C1=CC=CC=C1)C#N (benzyl cyanide), Cl (hydrogen chloride), O (water). Run in CO (methanol). Conditions: temperature 0 celsius, time 2 hour. Yields the product C(C1=CC=CC=C1)C=1NC2=C(N1)C=C1C=CC=CC1=C2 (2-benzylnaphth[2,3-d]imidazole). As a reaction SMILES: [CH2:1]([C:8]#[N:9])[C:2]1[CH:7]=[CH:6][CH:5]=[CH:4][CH:3]=1.Cl.[NH2:11][C:12]1[C:21](N)=[CH:20][C:19]2[C:14](=[CH:15][CH:16]=[CH:17][CH:18]=2)[CH:13]=1.O>CO>[CH2:1]([C:8]1[NH:9][C:21]2[CH:20]=[C:19]3[C:14]([CH:15]=[CH:16][CH:17]=[CH:18]3)=[CH:13][C:12]=2[N:11]=1)[C:2]1[CH:7]=[CH:6][CH:5]=[CH:4][CH:3]=1. Procedure: A 1M solution of benzyl cyanide in anhydrous methanol is treated with hydrogen chloride gas at 0° C. for about thirty minutes. The mixture is stirred for two hours at 0° C. and then a 1M solution of 2,3-diaminonaphthalene is added and the resulting solution is stirred at 0° C. The progress of the reaction is monitored by thin layer chromatography. The reaction mixture is then poured into water. The unreacted nitrile is extracted with ethyl acetate. The aqueous layer is neutralized with 1N sodium... Starting materials: C1=COCC1, O=c1[nH]cc(F)c(=O)[nH]1, Cc1ccc(S(=O)(=O)O)cc1, c1ccncc1. As a reaction SMILES: [CH2:21]1[CH2:22][CH:23]=[CH:24][O:25]1.[F:1][c:2]1[c:3](=[O:9])[nH:4][c:5](=[O:8])[nH:6][cH:7]1.[c:10]1([CH3:11])[cH:12][cH:13][c:14]([S:15]([OH:16])(=[O:17])=[O:18])[cH:19][cH:20]1.[cH:26]1[cH:27][cH:28][n:29][cH:30][cH:31]1>>[F:1][c:2]1[c:3](=[O:9])[nH:4][c:5](=[O:8])[n:6]([CH:24]2[CH2:23][CH2:22][CH2:21][O:25]2)[cH:7]1. The product is O=c1[nH]c(=O)n(C2CCCO2)cc1F. Starting materials: CN1S(C2=C(C1=O)C=C(C=C2)C)(=O)=O (2,5-dimethyl-1,1-dioxo-benzo[d]isothiazole-3-one), 2,2-azo-bis(2-methyl-propionitrile), BrN1C(CCC1=O)=O (N-bromosuccinimide). The solvent is C(Cl)(Cl)(Cl)Cl (carbon tetrachloride). The product is CN1S(C2=C(C1=O)C=C(C=C2)CBr)(=O)=O (2-Methyl-5-bromomethyl-1,1-dioxo-benzo[d]isothiazole-3-one). RXN SMILES: [CH3:1][N:2]1[C:6](=[O:7])[C:5]2[CH:8]=[C:9]([CH3:12])[CH:10]=[CH:11][C:4]=2[S:3]1(=[O:14])=[O:13].[Br:15]N1C(=O)CCC1=O>C(Cl)(Cl)(Cl)Cl>[CH3:1][N:2]1[C:6](=[O:7])[C:5]2[CH:8]=[C:9]([CH2:12][Br:15])[CH:10]=[CH:11][C:4]=2[S:3]1(=[O:13])=[O:14]. Procedure details: A solution of 2,5-dimethyl-1,1-dioxo-benzo[d]isothiazole-3-one (5.8 g) in carbon tetrachloride (100 ml) containing 2,2-azo-bis(2-methyl-propionitrile) (50 mg) and 4.8 g of N-bromosuccinimide was heated at reflux for about 2 hours. Reactants: C(C)C1=C(C(=O)O)C=C(C=C1)[N+](=O)[O-] (2-Ethyl-5-nitrobenzoic acid), OC1=CC=CC=2NN=NC21 (hydroxybenzotriazole), CCN=C=NCCCN(C)C.Cl (EDC.HCl), C1(CC1)CN (cyclopropylmethylamine). Run in CN(C=O)C (dimethylformamide). Conditions: time 18 hour. Product: C1(CC1)CNC(C1=C(C=CC(=C1)[N+](=O)[O-])CC)=O (N-Cyclopropylmethyl-2-ethyl-5-nitro-benzamide). Isolated yield 78.6%. Reaction SMILES: [CH2:1]([C:3]1[CH:11]=[CH:10][C:9]([N+:12]([O-:14])=[O:13])=[CH:8][C:4]=1[C:5]([OH:7])=O)[CH3:2].CCN=C=NCCCN(C)C.Cl.[CH:27]1([CH2:30][NH2:31])[CH2:29][CH2:28]1.OC1C2N=NNC=2C=CC=1>CN(C)C=O>[CH:27]1([CH2:30][NH:31][C:5](=[O:7])[C:4]2[CH:8]=[C:9]([N+:12]([O-:14])=[O:13])[CH:10]=[CH:11][C:3]=2[CH2:1][CH3:2])[CH2:29][CH2:28]1 |f:1.2|. Procedure details: 2-Ethyl-5-nitrobenzoic acid (0.40 g), EDC.HCl (0.45 g), cyclopropylmethylamine (0.17 g) and hydroxybenzotriazole (0.04 g) were combined in dimethylformamide (10 ml) and stirred for 18 h. Solvent was removed at reduced pressure, the residue dissolved in dichloromethane and washed with 2N HCl and water. The organic phase was dried (MgSO4) and solvent removed at reduced pressure to give the title compound (0.4 g). 1H NMR (CDCl3) δ: 0.31 (2H, m), 0.59 (2H, m), 1.09 (1H, m), 1.28(3H, t, J=7.6Hz), 2.9...